Task: describe an organic reaction: reactants, conditions, products, and yield. Dataset: the Open Reaction Database (ORD), a public repository of structured organic reaction records Starting materials: ClC1=C2C(=NC=C1F)NC=C2 (4-chloro-5-fluoro-1H-pyrrolo[2,3-b]pyridine), Cl.CN[C@@H]1[C@@H](CCCC1)C ((1S,2R)—N,2-dimethylcyclohexanamine hydrochloride). Run in CN1CCN(C1=O)C (DMI), CCOC(=O)C (EtOAc), O (water). Reaction conditions: temperature 210 celsius. Yields the product FC1=C(C2=C(N=C1)NC=C2)N([C@@H]2[C@@H](CCCC2)C)C (5-fluoro-N-methyl-N-[(1S,2R)-2-methylcyclohexyl]-1H-pyrrolo[2,3-b]pyridin-4-amine). Isolated yield 3.3%. As a reaction SMILES: Cl[C:2]1[C:7]([F:8])=[CH:6][N:5]=[C:4]2[NH:9][CH:10]=[CH:11][C:3]=12.Cl.[CH3:13][NH:14][C@H:15]1[CH2:20][CH2:19][CH2:18][CH2:17][C@H:16]1[CH3:21]>CN1C(=O)N(C)CC1.CCOC(C)=O.O>[F:8][C:7]1[CH:6]=[N:5][C:4]2[NH:9][CH:10]=[CH:11][C:3]=2[C:2]=1[N:14]([CH3:13])[C@H:15]1[CH2:20][CH2:19][CH2:18][CH2:17][C@H:16]1[CH3:21] |f:1.2|. Procedure: A mixture of 4-chloro-5-fluoro-1H-pyrrolo[2,3-b]pyridine (100 mg) and (1S,2R)—N,2-dimethylcyclohexanamine hydrochloride (288 mg) in DMI (1 mL) was heated in the microwave reactor (210° C., 2 hours). The reaction mixture was allowed to cool to ambient temperature and diluted with EtOAc (10 mL) and water (10 mL). The aqueous phase was extracted with EtOAc (2×10 mL) and combined organic layers were washed with brine (20 mL), dried over MgSO4, and concentrated. Purification of the crude product by p... Starting materials: C(C1=CC=CC=C1)Br (benzyl bromide), [Cl-].[NH4+] (ammonium chloride), C(C)(C)(C)P(C(OCC)OCC)=O (Tertiary-butyl(diethoxymethyl)phosphine oxide), C(CCC)[Li] (n-butyl lithium). The solvent is O1CCCC1 (tetrahydrofuran), O1CCCC1 (tetrahydrofuran). Conditions: temperature -78 celsius, time 10 minute. Yields the product C(C)(C)(C)P(C(OCC)OCC)(CC1=CC=CC=C1)=O (tertiary-butyl(benzyl)(diethoxymethyl) phosphine oxide). RXN SMILES: [C:1]([PH:5](=[O:13])[CH:6]([O:10][CH2:11][CH3:12])[O:7][CH2:8][CH3:9])([CH3:4])([CH3:3])[CH3:2].C([Li])CCC.[CH2:19](Br)[C:20]1[CH:25]=[CH:24][CH:23]=[CH:22][CH:21]=1.[Cl-].[NH4+]>O1CCCC1>[C:1]([P:5](=[O:13])([CH2:19][C:20]1[CH:25]=[CH:24][CH:23]=[CH:22][CH:21]=1)[CH:6]([O:10][CH2:11][CH3:12])[O:7][CH2:8][CH3:9])([CH3:3])([CH3:2])[CH3:4] |f:3.4|. Procedure: Tertiary-butyl(diethoxymethyl)phosphine oxide (2.5 g), (0.012 mol) is dissolved in 35 ml of dry tetrahydrofuran and cooled to -78° C. under an argon atmosphere. To this stirred solution is added 9.0 ml of n-butyl lithium (1.6M solution in hexane) and the mixture is stirred at -78° C. for 10 minutes. After this time, a solution of 2.47 g (0.014 mol) of benzyl bromide in 15 ml of dry tetrahydrofuran is added, and the reaction mixture is allowed to warm to room temperature. After stirring for 3 hou... Starting materials: NC1=NC=NC(=C1)C (4-amino-6-methylpyrimidine), CC1(C2=C(C(=CC=C2)P(C3=CC=CC=C3)C4=CC=CC=C4)OC5=C(C=CC=C51)P(C6=CC=CC=C6)C7=CC=CC=C7)C (XantPhos), nylon, ClC=1C=C(C=C(C1C=1SC=2C(=NC=CC2N1)Cl)Cl)CO ([3,5-dichloro-4-(4-chloro-thiazolo[5,4-c]pyridin-2-yl)-phenyl]-methanol), NC1=NC=NC(=C1)C (4-amino-6-methylpyrimidine), C([O-])([O-])=O.[Cs+].[Cs+] (cesium carbonate). The reagents and catalysts are C=1C=CC(=CC1)/C=C/C(=O)/C=C/C2=CC=CC=C2.C=1C=CC(=CC1)/C=C/C(=O)/C=C/C2=CC=CC=C2.C=1C=CC(=CC1)/C=C/C(=O)/C=C/C2=CC=CC=C2.[Pd].[Pd] (Pd2(dba)3), C=1C=CC(=CC1)/C=C/C(=O)/C=C/C2=CC=CC=C2.C=1C=CC(=CC1)/C=C/C(=O)/C=C/C2=CC=CC=C2.C=1C=CC(=CC1)/C=C/C(=O)/C=C/C2=CC=CC=C2.[Pd].[Pd] (Pd2(dba)3), CC1(C2=C(C(=CC=C2)P(C3=CC=CC=C3)C4=CC=CC=C4)OC5=C(C=CC=C51)P(C6=CC=CC=C6)C7=CC=CC=C7)C (XantPhos). Solvent: CO (MeOH), O1CCOCC1 (dioxane). Product: ClC=1C=C(C=C(C1C=1SC=2C(=NC=CC2N1)NC1=NC=NC(=C1)C)Cl)CO ({3,5-Dichloro-4-[4-(6-methyl-pyrimidin-4-ylamino)-thiazolo[5,4-c]pyridin-2-yl]-phenyl}-methanol). Yield: 39.8%. Reaction SMILES: [Cl:1][C:2]1[CH:3]=[C:4]([CH2:19][OH:20])[CH:5]=[C:6]([Cl:18])[C:7]=1[C:8]1[S:9][C:10]2[C:11](Cl)=[N:12][CH:13]=[CH:14][C:15]=2[N:16]=1.[NH2:21][C:22]1[CH:27]=[C:26]([CH3:28])[N:25]=[CH:24][N:23]=1.C(=O)([O-])[O-].[Cs+].[Cs+].CC1(C)C2C(=C(P(C3C=CC=CC=3)C3C=CC=CC=3)C=CC=2)OC2C(P(C3C=CC=CC=3)C3C=CC=CC=3)=CC=CC1=2>O1CCOCC1.CO.C1C=CC(/C=C/C(/C=C/C2C=CC=CC=2)=O)=CC=1.C1C=CC(/C=C/C(/C=C/C2C=CC=CC=2)=O)=CC=1.C1C=CC(/C=C/C(/C=C/C2C=CC=CC=2)=O)=CC=1.[Pd].[Pd].CC1(C)C2C(=C(P(C3C=CC=CC=3)C3C=CC=CC=3)C=CC=2)OC2C(P(C3C=CC=CC=3)C3C=CC=CC=3)=CC=CC1=2>[Cl:1][C:2]1[CH:3]=[C:4]([CH2:19][OH:20])[CH:5]=[C:6]([Cl:18])[C:7]=1[C:8]1[S:9][C:10]2[C:11]([NH:21][C:22]3[CH:27]=[C:26]([CH3:28])[N:25]=[CH:24][N:23]=3)=[N:12][CH:13]=[CH:14][C:15]=2[N:16]=1 |f:2.3.4,8.9.10.11.12|. Procedure details: A mixture of [3,5-dichloro-4-(4-chloro-thiazolo[5,4-c]pyridin-2-yl)-phenyl]-methanol (0.063 g, 0.18 mmol), 4-amino-6-methylpyrimidine (0.022 g, 0.20 mmol), Pd2(dba)3 (0.003 g, 3.6 mmol), XantPhos (0.003 g, 5.0 pmol) and cesium carbonate (0.117 g, 0.36 mmol) in dioxane (1.1 mL) was degassed with nitrogen and subjected to microwave irradiation at 150° C. for 30 minutes. Further 4-amino-6-methylpyrimidine (0.011 g, 0.10 mmol), Pd2(dba)3 (0.006 g, 7.2 pmol), and XantPhos (0.006 g, 10.0 pmol) were ad... The reactants are ClC1=C(C(=C(C=C1)Cl)[N+](=O)[O-])Cl (1,2,4-trichloronitrobenzene), P(=O)(O)(O)O.ClC1=C(N)C=C(C(=C1)Cl)Cl (2,4,5-trichloroaniline phosphate), N(=O)[O-].[Na+] (NaNO2), P(O)(O)(O)=O (phosphoric acid). Reagents/catalysts: [Pt] (Platinum on charcoal). Run in C(C)(C)O (isopropanol), O (water), O (H2O). Conditions: time 90 minute. Yields the product ClC1=C(C=C(C(=C1)Cl)Cl)O (2,4,5-trichlorophenol). Yield: 58.0%. As a reaction SMILES: [Cl:1][C:2]1[CH:7]=[CH:6][C:5]([Cl:8])=[C:4]([N+]([O-])=O)[C:3]=1[Cl:12].P(=O)(O)(O)[OH:14].P(O)(O)(O)=O.ClC1C=C(Cl)C(Cl)=CC=1N.N([O-])=O.[Na+]>C(O)(C)C.[Pt].O>[Cl:8][C:5]1[CH:4]=[C:3]([Cl:12])[C:2]([Cl:1])=[CH:7][C:6]=1[OH:14] |f:2.3,4.5|. Procedure details: 226.5 gm (1.0 mol) of 1,2,4-trichloronitrobenzene were dissolved in 226 gm of isopropanol and hydrogenated in the presence of 6.1 gm of wet 1% Platinum on charcoal at 100° C. and 100-200 psig over a 90 minutes period. The reaction mixture was filtered to remove the catalyst and the clear solution was slowly dropped into a hot solution of 1125 gm of H2O and 500 gm of phosphoric acid (5.0 mols) under vacuum to remove the isopropanol by distillation. The finely divided 2,4,5-trichloroaniline phosph... Starting materials: C(CCCCC)NC(C)=O (N-hexyl acetamide), CN(C(=O)Cl)C (dimethylcarbamyl chloride). Run in C1(=CC=CC=C1)C (toluene). Reaction conditions: time 30 minute. The product is CN(C(C)=NCCCCCC)C (N,N-Dimethyl-N′-hexyl Ethanimidamide). The yield is 48.7%. As a reaction SMILES: [CH2:1]([NH:7][C:8](=O)[CH3:9])[CH2:2][CH2:3][CH2:4][CH2:5][CH3:6].[CH3:11][N:12](C)[C:13](Cl)=O>C1(C)C=CC=CC=1>[CH3:11][N:12]([CH3:13])[C:8](=[N:7][CH2:1][CH2:2][CH2:3][CH2:4][CH2:5][CH3:6])[CH3:9]. Procedure: To a solution of N-hexyl acetamide (15.0 g, 105 mmol) in 15 mL of dry toluene was slowly added 11.2 g (104.9 mmol) of dimethylcarbamyl chloride. The solution was refluxed under a nitrogen atmosphere for 24 h. The volatile materials were removed on a rotary evaporator and then in vacuo at room temperature. The residue was dissolved 30 mL of chloroform and stirred vigorously with a solution of 4.2 g sodium hydroxide in 40 mL of water for 30 min. Calcium carbonate (4.2 g) was added and stirring was... Starting materials: CC(C)n1cc2ccc3c(=O)c(-c4ccc(C5(NC(=O)OC(C)(C)C)CCC5)cc4)c(-c4ccccc4)oc3c2n1, CO, Cl, O=C(O)C(F)(F)F, NC1(c2ccc(-c3c(-c4ccccc4)oc4ccc(F)cc4c3=O)cc2)CCC1, O. The product is Cl, CC(C)n1cc2ccc3c(=O)c(-c4ccc(C5(N)CCC5)cc4)c(-c4ccccc4)oc3c2n1. RXN SMILES: [C:30]([O:31][C:32](=[O:33])[NH:36][C:37]1([c:41]2[cH:42][cH:43][c:44](-[c:47]3[c:48](=[O:69])[c:49]4[cH:50][cH:51][c:52]5[c:53]([c:54]4[o:55][c:56]3-[c:57]3[cH:58][cH:59][cH:60][cH:61][cH:62]3)[n:63][n:64]([CH:66]([CH3:67])[CH3:68])[cH:65]5)[cH:45][cH:46]2)[CH2:38][CH2:39][CH2:40]1)([CH3:34])([CH3:35])[CH3:70].[CH3:79][OH:80].[ClH:78].[F:71][C:72]([F:73])([F:74])[C:75]([OH:76])=[O:77].[NH2:1][C:2]1([c:3]2[cH:4][cH:5][c:6](-[c:7]3[c:8](=[O:9])[c:10]4[c:11]([cH:12][cH:13][c:14]([F:15])[cH:16]4)[o:17][c:18]3-[c:19]3[cH:20][cH:21][cH:22][cH:23][cH:24]3)[cH:25][cH:26]2)[CH2:27][CH2:28][CH2:29]1.[OH2:81]>>[ClH:78].[NH2:36][C:37]1([c:41]2[cH:42][cH:43][c:44](-[c:47]3[c:48](=[O:69])[c:49]4[cH:50][cH:51][c:52]5[c:53]([c:54]4[o:55][c:56]3-[c:57]3[cH:58][cH:59][cH:60][cH:61][cH:62]3)[n:63][n:64]([CH:66]([CH3:67])[CH3:68])[cH:65]5)[cH:45][cH:46]2)[CH2:38][CH2:39][CH2:40]1. The reactants are BrC=1C=C(C=CC1)N(CCO[Si](C)(C)C(C)(C)C)CCO[Si](C)(C)C(C)(C)C ((3-bromo-phenyl)-bis-[2-(tert-butyldimethylsilanyloxy)ethyl]amine), CN(C1=CC(=CC=C1)N)C (N,N-dimethylbenzene-1,3-diamine). Product: CN(C=1C=C(C=CC1)NC=1C=C(C=CC1)N(CCO[Si](C)(C)C(C)(C)C)CCO[Si](C)(C)C(C)(C)C)C ([3-(3-dimethylaminophenylamino)phenyl]-bis-[2-(tert-butyldimethylsilanyloxy)ethyl]amine). As a reaction SMILES: Br[C:2]1[CH:3]=[C:4]([N:8]([CH2:19][CH2:20][O:21][Si:22]([C:25]([CH3:28])([CH3:27])[CH3:26])([CH3:24])[CH3:23])[CH2:9][CH2:10][O:11][Si:12]([C:15]([CH3:18])([CH3:17])[CH3:16])([CH3:14])[CH3:13])[CH:5]=[CH:6][CH:7]=1.[CH3:29][N:30]([CH3:38])[C:31]1[CH:36]=[CH:35][CH:34]=[C:33]([NH2:37])[CH:32]=1>>[CH3:29][N:30]([CH3:38])[C:31]1[CH:32]=[C:33]([NH:37][C:2]2[CH:3]=[C:4]([N:8]([CH2:19][CH2:20][O:21][Si:22]([C:25]([CH3:28])([CH3:27])[CH3:26])([CH3:24])[CH3:23])[CH2:9][CH2:10][O:11][Si:12]([C:15]([CH3:18])([CH3:17])[CH3:16])([CH3:14])[CH3:13])[CH:5]=[CH:6][CH:7]=2)[CH:34]=[CH:35][CH:36]=1. Reported procedure: By proceeding as described in the coupling general procedure, but starting from 1.85 g (3.8 mmol) of (3-bromo-phenyl)-bis-[2-(tert-butyldimethylsilanyloxy)ethyl]amine and 1.15 g (4.42 mmol) of N,N-dimethylbenzene-1,3-diamine, [3-(3-dimethylaminophenylamino)phenyl]-bis-[2-(tert-butyldimethylsilanyloxy)ethyl]amine is obtained as a pale yellow oil.